From a dataset of the Open Reaction Database (ORD), a public repository of structured organic reaction records. describe an organic reaction: reactants, conditions, products, and yield Reactants: BrCCCCCCO (6-bromo-1-hexanol), OC1=CC=C(C=C1)CCC(=O)O (3-(4-hydroxyphenyl)propionic acid). Yields the product BrCCCCCCOC(CCC1=CC=C(C=C1)O)=O ((6-Bromo-1-hexyl){3-(4-hydroxyphenyl)}propionate). Isolated yield 70.0%. Reaction SMILES: [Br:1][CH2:2][CH2:3][CH2:4][CH2:5][CH2:6][CH2:7][OH:8].[OH:9][C:10]1[CH:15]=[CH:14][C:13]([CH2:16][CH2:17][C:18](O)=[O:19])=[CH:12][CH:11]=1>>[Br:1][CH2:2][CH2:3][CH2:4][CH2:5][CH2:6][CH2:7][O:8][C:18](=[O:19])[CH2:17][CH2:16][C:13]1[CH:14]=[CH:15][C:10]([OH:9])=[CH:11][CH:12]=1. Procedure: From 6-bromo-1-hexanol and 3-(4-hydroxyphenyl)propionic acid. Working up by means of distillation. Yield: 70%. Boiling point: 205° C. (0.05 mbar). The reactants are NC=1SC2=C(N1)C=CC(=C2)OC=2C=C(C=CC2C)NC(C2=CC(=CC=C2)C2(CC2)C#N)=O (N-{3-[(2-amino-1,3-benzothiazol-6-yl)oxy]-4-methylphenyl}-3-(1-cyanocyclopropyl)benzamide), ClCC(=O)Cl (chloroacetyl chloride), CN1CCNCC1 (1-methylpiperazine). Yields the product C(#N)C1(CC1)C=1C=C(C(=O)NC2=CC(=C(C=C2)C)OC2=CC3=C(N=C(S3)NC(CN3CCN(CC3)C)=O)C=C2)C=CC1 (3-(1-cyanocyclopropyl)-N-{4-methyl-3-[(2-{[(4-methylpiperazin-1-yl)acetyl]amino}-1,3-benzothiazol-6-yl)oxy]phenyl}benzamide). The yield is 16.5%. As a reaction SMILES: [NH2:1][C:2]1[S:3][C:4]2[CH:10]=[C:9]([O:11][C:12]3[CH:13]=[C:14]([NH:19][C:20](=[O:32])[C:21]4[CH:26]=[CH:25][CH:24]=[C:23]([C:27]5([C:30]#[N:31])[CH2:29][CH2:28]5)[CH:22]=4)[CH:15]=[CH:16][C:17]=3[CH3:18])[CH:8]=[CH:7][C:5]=2[N:6]=1.Cl[CH2:34][C:35](Cl)=[O:36].[CH3:38][N:39]1[CH2:44][CH2:43][NH:42][CH2:41][CH2:40]1>>[C:30]([C:27]1([C:23]2[CH:22]=[C:21]([CH:26]=[CH:25][CH:24]=2)[C:20]([NH:19][C:14]2[CH:15]=[CH:16][C:17]([CH3:18])=[C:12]([O:11][C:9]3[CH:8]=[CH:7][C:5]4[N:6]=[C:2]([NH:1][C:35](=[O:36])[CH2:34][N:42]5[CH2:43][CH2:44][N:39]([CH3:38])[CH2:40][CH2:41]5)[S:3][C:4]=4[CH:10]=3)[CH:13]=2)=[O:32])[CH2:29][CH2:28]1)#[N:31]. Reported procedure: Using N-{3-[(2-amino-1,3-benzothiazol-6-yl)oxy]-4-methylphenyl}-3-(1-cyanocyclopropyl)benzamide (0.11 g, 0.25 mmol) produced in Example A35(iv), chloroacetyl chloride (0.23 g, 2.0 mmol), and 1-methylpiperazine (0.40 g, 4.0 mmol), and in the same manner as in Example A31, the title compound (24 mg, 17%) was obtained as a white powder. Starting materials: O=C([O-])O, CC1(C)OCC(C(=O)Cl)O1, ClCCl, Cl, CC(=O)OCC1CN(c2cc(F)c(C3=CCNCC3)c(F)c2)C(=O)O1, [Na+], c1ccncc1. The product is CC(=O)OCC1CN(c2cc(F)c(C3=CCN(C(=O)C4COC(C)(C)O4)CC3)c(F)c2)C(=O)O1. As a reaction SMILES: [C:43](=[O:44])([OH:45])[O-:46].[CH3:33][C:34]1([CH3:42])[O:35][CH2:36][CH:37]([C:39](=[O:40])[Cl:41])[O:38]1.[Cl:48][CH2:49][Cl:50].[ClH:1].[NH:2]1[CH2:3][CH:4]=[C:5]([c:8]2[c:9]([F:26])[cH:10][c:11]([N:15]3[C:16](=[O:25])[O:17][CH:18]([CH2:20][O:21][C:22]([CH3:23])=[O:24])[CH2:19]3)[cH:12][c:13]2[F:14])[CH2:6][CH2:7]1.[Na+:47].[cH:27]1[cH:28][cH:29][n:30][cH:31][cH:32]1>>[N:2]1([C:39]([CH:37]2[CH2:36][O:35][C:34]([CH3:33])([CH3:42])[O:38]2)=[O:40])[CH2:3][CH:4]=[C:5]([c:8]2[c:9]([F:26])[cH:10][c:11]([N:15]3[C:16](=[O:25])[O:17][CH:18]([CH2:20][O:21][C:22]([CH3:23])=[O:24])[CH2:19]3)[cH:12][c:13]2[F:14])[CH2:6][CH2:7]1. Reactants: CC(C)(C)c1cc(NC(=O)Nc2cccc(O)c2)no1, Cc1cccc2ncnc(Cl)c12. The product is Cc1cccc2ncnc(Oc3cccc(NC(=O)Nc4cc(C(C)(C)C)on4)c3)c12. Reaction SMILES: [C:1]([CH3:2])([CH3:3])([CH3:4])[c:5]1[cH:6][c:7]([NH:10][C:11](=[O:12])[NH:13][c:14]2[cH:15][c:16]([OH:20])[cH:17][cH:18][cH:19]2)[n:8][o:9]1.[Cl:21][c:22]1[n:23][cH:24][n:25][c:26]2[cH:27][cH:28][cH:29][c:30]([CH3:32])[c:31]12>>[C:1]([CH3:2])([CH3:3])([CH3:4])[c:5]1[cH:6][c:7]([NH:10][C:11](=[O:12])[NH:13][c:14]2[cH:15][c:16]([O:20][c:22]3[n:23][cH:24][n:25][c:26]4[cH:27][cH:28][cH:29][c:30]([CH3:32])[c:31]34)[cH:17][cH:18][cH:19]2)[n:8][o:9]1. Starting materials: ClC(=O)OCC1=CC=CC=C1 (Benzyl chloroformate), C(CC=C)N (but-3-en-1-amine), C([O-])(O)=O.[Na+] (sodium bicarbonate). Run in C(Cl)Cl (DCM), O (water), O (water). Product: C(CC=C)NC(OCC1=CC=CC=C1)=O (benzyl but-3-en-1-ylcarbamate). RXN SMILES: Cl[C:2]([O:4][CH2:5][C:6]1[CH:11]=[CH:10][CH:9]=[CH:8][CH:7]=1)=[O:3].[CH2:12]([NH2:16])[CH2:13][CH:14]=[CH2:15].C(=O)(O)[O-].[Na+]>C(Cl)Cl.O>[CH2:12]([NH:16][C:2](=[O:3])[O:4][CH2:5][C:6]1[CH:11]=[CH:10][CH:9]=[CH:8][CH:7]=1)[CH2:13][CH:14]=[CH2:15] |f:2.3|. Reported procedure: Benzyl chloroformate (38 g, 0.22 mol) was added at 0° C. over 15 minutes to a mixture of but-3-en-1-amine (10 g, 0.14 mol) and sodium bicarbonate (35 g, 0.52 mol) in DCM (500 mL) and water (40 mL). The mixture was diluted with water and extracted with DCM. The organic layer was dried over anhydrous sodium sulfate, filtered, and concentrated under reduced pressure. The residue was purified by silica gel column chromatography (petroleum ether/EtOAc) to afford benzyl but-3-en-1-ylcarbamate. MS ESI ... The product is ClC1=CC=C(C=C1)CNC(=O)C=1C=NC2=C(C(=C(C(=C2C1O)F)F)F)F (N-[(4-Chlorophenyl)methyl]-5,6,7,8-tetrafluoro-4-hydroxy-3-quinolinecarboxamide), solid. Reactants: ClC1=CC=C(CN)C=C1 (4-chlorobenzylamine), solution, C[Al](C)C (trimethylaluminum), FC1=C2C(=C(C=NC2=C(C(=C1F)F)F)C(=O)OCC)O (ethyl 5,6,7,8-tetrafluoro-4-hydroxy-3-quinolinecarboxylate), Cl (hydrochloric acid), ice. Run in C1(=CC=CC=C1)C (toluene), C1(=CC=CC=C1)C (toluene), C1(=CC=CC=C1)C (toluene). Conditions: temperature 0 celsius, time 5 minute. As a reaction SMILES: [Cl:1][C:2]1[CH:9]=[CH:8][C:5]([CH2:6][NH2:7])=[CH:4][CH:3]=1.C[Al](C)C.[F:14][C:15]1[C:24]([F:25])=[C:23]([F:26])[C:22]([F:27])=[C:21]2[C:16]=1[C:17]([OH:33])=[C:18]([C:28](OCC)=[O:29])[CH:19]=[N:20]2.Cl>C1(C)C=CC=CC=1>[Cl:1][C:2]1[CH:9]=[CH:8][C:5]([CH2:6][NH:7][C:28]([C:18]2[CH:19]=[N:20][C:21]3[C:16]([C:17]=2[OH:33])=[C:15]([F:14])[C:24]([F:25])=[C:23]([F:26])[C:22]=3[F:27])=[O:29])=[CH:4][CH:3]=1. Reported procedure: To a 0° C. solution of 4-chlorobenzylamine (0.080 mL) in 5 mL of toluene is added 0.70 mL of a 2.0 M solution of trimethylaluminum in toluene. The solution is stirred for 5 min at 0° C. and then a suspension of 0.20 g of ethyl 5,6,7,8-tetrafluoro-4-hydroxy-3-quinolinecarboxylate (U.S. Pat. No. 4,940,710) in 5 mL of toluene is added. The solution is stirred at 0° C. for an additional 10 min and then it is stirred 3 h at 90° C. The mixture is cooled to 25° C. and it is poured onto a mixture of 10 ... Starting materials: ClC(C(Cl)(Cl)Cl)(Cl)Cl (hexachloroethane), O (Water), CN(S(=O)(=O)N1N=CC=C1)C (N,N-dimethyl-1H-pyrazole-1-sulfonamide), C(CCC)[Li] (n-butyl lithium). Run in C1CCOC1 (THF), C1CCOC1 (THF). Reaction conditions: temperature -78 celsius, time 45 minute. Yields the product ClC1=CC=NN1S(=O)(=O)N(C)C (5-chloro-N,N-dimethyl-1H-pyrazole-1-sulfonamide). RXN SMILES: [CH3:1][N:2]([CH3:11])[S:3]([N:6]1[CH:10]=[CH:9][CH:8]=[N:7]1)(=[O:5])=[O:4].C([Li])CCC.[Cl:17]C(Cl)(Cl)C(Cl)(Cl)Cl.O>C1COCC1>[Cl:17][C:10]1[N:6]([S:3]([N:2]([CH3:11])[CH3:1])(=[O:4])=[O:5])[N:7]=[CH:8][CH:9]=1. Procedure: N,N-dimethyl-1H-pyrazole-1-sulfonamide (8.89 g, 50.8 mmol) was dissolved in anhydrous THF (250 mL). The solution was cooled at −78° C., a solution of n-butyl lithium (32.6 mL, 81.4 mmol, 2.5 M in hexane) was added dropwise, and then the mixture was stirred for 45 minutes. A solution of hexachloroethane (18.0 g, 76.3 mmol) in anhydrous THF (20 mL) was added dropwise at −78° C., and the reaction stirred for 1.5 hours. Water was added, and the mixture was extracted 5 times with dichloromethane. The... The reactants are C1(CC1)C1=C(C(=NN1C1=CC(=CC=C1)OC(F)(F)F)C1=CC=NC=C1)C(=O)O (5-cyclopropyl-3-pyridin-4-yl-1-(3-trifluoromethoxy-phenyl)-1H-pyrazole-4-carboxylic acid), Cl.Cl.N1CCC(CC1)N1[C@@H](CCC1)CO (((S)-1-piperidin-4-yl-pyrrolidin-2-yl)-methanol dihydrochloride). The product is C1(CC1)C1=C(C(=NN1C1=CC(=CC=C1)OC(F)(F)F)C1=CC=NC=C1)C(=O)N1CCC(CC1)N1[C@@H](CCC1)CO ([5-Cyclopropyl-3-pyridin-4-yl-1-(3-trifluoromethoxy-phenyl)-1H-pyrazol-4-yl]-[4-((S)-2-hydroxymethyl-pyrrolidin-1-yl)-piperidin-1-yl]-methanone). Yield: 56.0%. Reaction SMILES: [CH:1]1([C:4]2[N:8]([C:9]3[CH:14]=[CH:13][CH:12]=[C:11]([O:15][C:16]([F:19])([F:18])[F:17])[CH:10]=3)[N:7]=[C:6]([C:20]3[CH:25]=[CH:24][N:23]=[CH:22][CH:21]=3)[C:5]=2[C:26](O)=[O:27])[CH2:3][CH2:2]1.Cl.Cl.[NH:31]1[CH2:36][CH2:35][CH:34]([N:37]2[CH2:41][CH2:40][CH2:39][C@H:38]2[CH2:42][OH:43])[CH2:33][CH2:32]1>>[CH:1]1([C:4]2[N:8]([C:9]3[CH:14]=[CH:13][CH:12]=[C:11]([O:15][C:16]([F:18])([F:19])[F:17])[CH:10]=3)[N:7]=[C:6]([C:20]3[CH:21]=[CH:22][N:23]=[CH:24][CH:25]=3)[C:5]=2[C:26]([N:31]2[CH2:32][CH2:33][CH:34]([N:37]3[CH2:41][CH2:40][CH2:39][C@H:38]3[CH2:42][OH:43])[CH2:35][CH2:36]2)=[O:27])[CH2:3][CH2:2]1 |f:1.2.3|. Procedure details: In analogy to the procedure described in Example 160E, 5-cyclopropyl-3-pyridin-4-yl-1-(3-trifluoromethoxy-phenyl)-1H-pyrazole-4-carboxylic acid (Example 162D]) and ((S)-1-piperidin-4-yl-pyrrolidin-2-yl)-methanol dihydrochloride (Example 161A]) gave the title compound as a light brown oil (56%). MS: 556.2 (MH+).